The task is: describe an organic reaction: reactants, conditions, products, and yield. This data is from the Open Reaction Database (ORD), a public repository of structured organic reaction records. The reactants are COC1=C(C=C(C=C1)C=C1C(NC(N1)=O)=O)OCC1=CC=CC=C1 (5-[[4-Methoxy-3-(phenylmethoxy)phenyl]methylene]-2,4-imidazolidinedione), tetramethylammonium hydroxide-in-methanol, [H][H] (hydrogen). Reagents/catalysts: [Ni] (Raney nickel). The solvent is CO (methanol). The product is COC1=C(C=C(C=C1)CC1C(NC(N1)=O)=O)OCC1=CC=CC=C1 ((RS)-5-[[4-Methoxy-3-(phenylmethoxy)phenyl]methyl]-2,4-imidazolidinedione). Isolated yield 47.0%. RXN SMILES: [CH3:1][O:2][C:3]1[CH:8]=[CH:7][C:6]([CH:9]=[C:10]2[NH:14][C:13](=[O:15])[NH:12][C:11]2=[O:16])=[CH:5][C:4]=1[O:17][CH2:18][C:19]1[CH:24]=[CH:23][CH:22]=[CH:21][CH:20]=1.[H][H]>CO.[Ni]>[CH3:1][O:2][C:3]1[CH:8]=[CH:7][C:6]([CH2:9][CH:10]2[NH:14][C:13](=[O:15])[NH:12][C:11]2=[O:16])=[CH:5][C:4]=1[O:17][CH2:18][C:19]1[CH:24]=[CH:23][CH:22]=[CH:21][CH:20]=1. Procedure: A solution of 16.20 g (0.05 mole) of the benzylidene hydantoin from Example 4 in 100 mL of methanol and 25.0 g (0,055 mole) of 20% tetramethylammonium hydroxide-in-methanol is reduced with hydrogen and Raney nickel catalyst. After the theoretical uptake of hydrogen the mixture is filtered and acetic acid (ca 5 mL) and then water is added until just turbid. The first crop of solid is filtered. This is starting material. An additional 2 L of water is added to precipitate the product as crop 2; wt ...